Dataset: the Open Reaction Database (ORD), a public repository of structured organic reaction records. Task: describe an organic reaction: reactants, conditions, products, and yield The reactants are C1(CC1)N1C=C(C2=C(C=C(C=C12)C(=O)OCC)OC)C=O (ethyl 1-cyclopropyl-3-formyl-4-methoxy-1H-indole-6-carboxylate), S(=O)(=O)(C1=CC=C(C)C=C1)NN (TsNHNH2). Solvent: CCO (EtOH). The product is C1(CC1)N1C=C(C2=C(C=C(C=C12)C(=O)OCC)OC)C (Ethyl 1-cyclopropyl-3-methyl-4-methoxy-1H-indole-6-carboxylate). Isolated yield 88.6%. As a reaction SMILES: [CH:1]1([N:4]2[C:12]3[C:7](=[C:8]([O:18][CH3:19])[CH:9]=[C:10]([C:13]([O:15][CH2:16][CH3:17])=[O:14])[CH:11]=3)[C:6]([CH:20]=O)=[CH:5]2)[CH2:3][CH2:2]1.S(NN)(C1C=CC(C)=CC=1)(=O)=O>CCO>[CH:1]1([N:4]2[C:12]3[C:7](=[C:8]([O:18][CH3:19])[CH:9]=[C:10]([C:13]([O:15][CH2:16][CH3:17])=[O:14])[CH:11]=3)[C:6]([CH3:20])=[CH:5]2)[CH2:2][CH2:3]1. Procedure: To a stirred solution of 3.30 g of ethyl 1-cyclopropyl-3-formyl-4-methoxy-1H-indole-6-carboxylate in 33 ml of EtOH was added 2.57 g of TsNHNH2 and the mixture was refluxed for 30 min. After evaporation of EtOH, the mixture was diluted with 28 ml of DMF and 28 ml of sulfolane, then 2.89 g of NaBH3CN and 0.57 g of TsOH H2O was added thereto successively. The mixture was refluxed for 30 min and cooled to room temperature. After diluted with Et2O, the mixture was washed successively with water, satu... Starting materials: [BH3-]C#N, CC1CNc2ccc([N+](=O)[O-])cc2O1, O=CC(F)(F)F, [Na+], O. Yields the product CC1CN(CC(F)(F)F)c2ccc([N+](=O)[O-])cc2O1. RXN SMILES: [C:22]([BH3-:23])#[N:24].[CH3:1][CH:2]1[O:3][c:4]2[c:5]([cH:8][cH:9][c:10]([N+:12](=[O:13])[O-:14])[cH:11]2)[NH:6][CH2:7]1.[F:16][C:17]([CH:18]=[O:19])([F:20])[F:21].[Na+:25].[OH2:15]>>[CH3:1][CH:2]1[O:3][c:4]2[c:5]([cH:8][cH:9][c:10]([N+:12](=[O:13])[O-:14])[cH:11]2)[N:6]([CH2:18][C:17]([F:16])([F:20])[F:21])[CH2:7]1. The reactants are CC(Cl)c1cccnc1, O=C(O)Cn1nc(C(F)(F)F)c2c1CCC2. Reagents/catalysts: O=C([O-])[O-].[Cs+].[Cs+] (cesium carbonate), [I-].[K+] (potassium iodide). The solvent is CN(C)C=O (DMF), CN(C)C=O (dmf), CN(C)C=O (DMF). Run at temperature 70 celsius, time 16 hour. The product is CC(OC(=O)Cn1nc(C(F)(F)F)c2c1CCC2)c1cccnc1. Reactants: [Si](C)(C)(C(C)(C)C)OCC12CN(C(C2C1)=O)CC1=C(C=C(C=C1)OC)OC (5-(tert-butyldimethylsilanyloxymethyl)-3-(2,4-dimethoxybenzyl)-3-azabicyclo[3.1.0]hexan-2-one), [F-].C(CCC)[NH3+] (n-butylammonium fluoride). Solvent: O1CCCC1 (tetrahydrofuran). Run at time 1 hour. The product is COC1=C(CN2C(C3CC3(C2)CO)=O)C=CC(=C1)OC (3-(2,4-Dimethoxybenzyl)-5-hydroxymethyl-3-azabicyclo[3.1.0]hexan-2-one). The yield is 91.5%. As a reaction SMILES: [Si]([O:8][CH2:9][C:10]12[CH2:15][CH:14]1[C:13](=[O:16])[N:12]([CH2:17][C:18]1[CH:23]=[CH:22][C:21]([O:24][CH3:25])=[CH:20][C:19]=1[O:26][CH3:27])[CH2:11]2)(C(C)(C)C)(C)C.[F-].C([NH3+])CCC>O1CCCC1>[CH3:27][O:26][C:19]1[CH:20]=[C:21]([O:24][CH3:25])[CH:22]=[CH:23][C:18]=1[CH2:17][N:12]1[CH2:11][C:10]2([CH2:9][OH:8])[CH:14]([CH2:15]2)[C:13]1=[O:16] |f:1.2|. Reported procedure: To a solution of 5-(tert-butyldimethylsilanyloxymethyl)-3-(2,4-dimethoxybenzyl)-3-azabicyclo[3.1.0]hexan-2-one (14.2 mg) in tetrahydrofuran (0.3 ml) was added n-butylammonium fluoride (54 μl, 1.0M solution in tetrahydrofuran) at room temperature, and the mixture was stirred for 1 hour. This reaction mixture was concentrated under reduced pressure, the resulting residue was purified by silica gel column chromatography (eluent: ethyl acetate, to chloroform/methanol=9/1) to give the titled compound... Starting materials: O=C([O-])[O-], CC(COCCCCOS(C)(=O)=O)=NOC(C)(C)C, CN(C)C=O, Oc1c(Cl)cc(OCC=C(Cl)Cl)cc1Cl, Cl, [K+], [K+]. The product is CC(COCCCCOc1c(Cl)cc(OCC=C(Cl)Cl)cc1Cl)=NOC(C)(C)C. RXN SMILES: [C:16](=[O:17])([O-:18])[O-:19].[C:22]([CH3:23])([CH3:24])([CH3:25])[O:26][N:27]=[C:28]([CH3:29])[CH2:30][O:31][CH2:32][CH2:33][CH2:34][CH2:35][O:36][S:37]([CH3:38])(=[O:39])=[O:40].[CH3:42][N:43]([CH3:44])[CH:45]=[O:46].[Cl:1][c:2]1[c:3]([OH:15])[c:4]([Cl:14])[cH:5][c:6]([O:8][CH2:9][CH:10]=[C:11]([Cl:12])[Cl:13])[cH:7]1.[ClH:41].[K+:20].[K+:21]>>[Cl:1][c:2]1[c:3]([O:15][CH2:35][CH2:34][CH2:33][CH2:32][O:31][CH2:30][C:28](=[N:27][O:26][C:22]([CH3:23])([CH3:24])[CH3:25])[CH3:29])[c:4]([Cl:14])[cH:5][c:6]([O:8][CH2:9][CH:10]=[C:11]([Cl:12])[Cl:13])[cH:7]1. Reactants: NC=1SC2=C(N1)C=CC(=C2)OC(F)(F)F (2-amino-6-trifluoromethoxybenzothiazole), BrCCC=C (4-bromo-1-butene). The solvent is CC(C)O (2-propanol). Run at temperature 20 celsius. Yields the product Br.C(CC=C)N1C(SC2=C1C=CC(=C2)OC(F)(F)F)=N (3-(3-Butenyl)-2-imino-6-trifluoromethoxybenzothiazoline hydrobromide). The yield is 16.9%. Reaction SMILES: [NH2:1][C:2]1[S:3][C:4]2[CH:10]=[C:9]([O:11][C:12]([F:15])([F:14])[F:13])[CH:8]=[CH:7][C:5]=2[N:6]=1.[Br:16][CH2:17][CH2:18][CH:19]=[CH2:20]>CC(O)C>[BrH:16].[CH2:20]([N:6]1[C:5]2[CH:7]=[CH:8][C:9]([O:11][C:12]([F:15])([F:13])[F:14])=[CH:10][C:4]=2[S:3][C:2]1=[NH:1])[CH2:19][CH:18]=[CH2:17] |f:3.4|. Procedure details: The procedure is as in Example 15, starting with 2-amino-6-trifluoromethoxybenzothiazole (9.4 g) and 4-bromo-1-butene (10.8 g) in 2-propanol (30 cc). The mixture is heated for 48 hours to boiling. After cooling of the mixture to a temperature in the region of 20° C., the precipitate is filtered off and then washed with 2-propanol (2×50 cc). 3-(3-Butenyl)-2-imino-6-trifluoromethoxybenzothiazoline hydrobromide (2.5 g), m.p. 202° C., is obtained. The reactants are CC(C)(C)OC(=O)N1CCC(C(=O)O)C1, CNOC, CCN=C=NCCCN(C)C, CCN(C(C)C)C(C)C, Cl, Cl, CN(C)C=O, On1nnc2ccccc21. Yields the product CON(C)C(=O)C1CCN(C(=O)OC(C)(C)C)C1. RXN SMILES: [C:1]([CH3:2])([CH3:3])([CH3:4])[O:5][C:6](=[O:7])[N:8]1[CH2:9][CH:10]([C:13](=[O:14])[OH:15])[CH2:11][CH2:12]1.[CH3:17][NH:18][O:19][CH3:20].[CH3:22][N:23]([CH3:24])[CH2:25][CH2:26][CH2:27][N:28]=[C:29]=[N:30][CH2:31][CH3:32].[CH:43]([N:44]([CH:45]([CH3:46])[CH3:47])[CH2:48][CH3:49])([CH3:50])[CH3:51].[ClH:16].[ClH:21].[O:52]=[CH:53][N:54]([CH3:55])[CH3:56].[OH:33][n:34]1[c:35]2[cH:36][cH:37][cH:38][cH:39][c:40]2[n:41][n:42]1>>[C:1]([CH3:2])([CH3:3])([CH3:4])[O:5][C:6](=[O:7])[N:8]1[CH2:9][CH:10]([C:13](=[O:15])[N:18]([CH3:17])[O:19][CH3:20])[CH2:11][CH2:12]1. Reactants: ClCCC[Si](OC)(OC)OC (chloropropyl trimethoxysilane), CC1(C(NC(N1)=O)=O)C (5,5-dimethylhydantoin), [OH-].[K+] (potassium hydroxide), ClCCC[Si](OC)(OC)OC (chloropropyl trimethoxysilane), [Cl-].[K+] (potassium chloride), resultant mixture, [SiH4] (silane). The solvent is CN(C=O)C (N,N-dimethylformamide), C(C)O (ethanol). Reaction conditions: temperature 95 celsius. Product: CC1(C(NC(N1CCC[Si](OC)(OC)OC)=O)=O)C (5,5-dimethyl-3-trimethoxysilylpropyl Hydantoin). Reaction SMILES: [CH3:1][C:2]1([CH3:9])[NH:6][C:5](=[O:7])[NH:4][C:3]1=[O:8].[OH-].[K+].Cl[CH2:13][CH2:14][CH2:15][Si:16]([O:21][CH3:22])([O:19][CH3:20])[O:17][CH3:18].[Cl-].[K+].[SiH4]>CN(C)C=O.C(O)C>[CH3:1][C:2]1([CH3:9])[N:6]([CH2:13][CH2:14][CH2:15][Si:16]([O:21][CH3:22])([O:19][CH3:20])[O:17][CH3:18])[C:5](=[O:7])[NH:4][C:3]1=[O:8] |f:1.2,4.5|. Reported procedure: A mixture containing 12.8 g (0.1 mole) 5,5-dimethylhydantoin, 5.6 g (0.1 mole) potassium hydroxide and 100 cc ethanol was heated to the boiling point until a clear solution was obtained. The ethanol was then evaporated under reduced pressure to isolate the solid, anhydrous salt. The salt was combined with 100 cc of dry N,N-dimethylformamide and the resultant mixture was heated at 50° C. until a clear solution formed. A 19.8 g (0.1 mole) portion of chloropropyl trimethoxysilane was then added dro...